From a dataset of the Open Reaction Database (ORD), a public repository of structured organic reaction records. describe an organic reaction: reactants, conditions, products, and yield The reactants are Cc1noc(N)c1C, O=P(Cl)(c1ccccc1)c1ccccc1, c1ccncc1. Product: Cc1noc(NP(=O)(c2ccccc2)c2ccccc2)c1C. RXN SMILES: [CH3:1][c:2]1[n:3][o:4][c:5]([NH2:8])[c:6]1[CH3:7].[c:9]1([P:15](=[O:16])([c:17]2[cH:18][cH:19][cH:20][cH:21][cH:22]2)[Cl:23])[cH:10][cH:11][cH:12][cH:13][cH:14]1.[cH:24]1[cH:25][cH:26][n:27][cH:28][cH:29]1>>[CH3:1][c:2]1[n:3][o:4][c:5]([NH:8][P:15]([c:9]2[cH:10][cH:11][cH:12][cH:13][cH:14]2)(=[O:16])[c:17]2[cH:18][cH:19][cH:20][cH:21][cH:22]2)[c:6]1[CH3:7].